Task: describe an organic reaction: reactants, conditions, products, and yield. Dataset: the Open Reaction Database (ORD), a public repository of structured organic reaction records Reactants: FC=1C(=NC=CC1)C1(CCC1)CN(C(OC(C)(C)C)=O)C=1N=NC(=CC1)C=1SC(=CN1)CO (t-butyl (1-(3-fluoropyridin-2-yl)cyclobutyl)methyl(6-(5-(hydroxymethyl)thiazol-2-yl)pyridazin-3-yl)carbamate), S(=O)(Cl)Cl (thionyl chloride). Solvent: O1CCOCC1 (dioxane). Product: ClCC1=CN=C(S1)C1=CC=C(N=N1)N(C(OC(C)(C)C)=O)CC1(CCC1)C1=NC=CC=C1F (t-butyl 6-(5-(chloromethyl)thiazol-2-yl)pyridazin-3-yl((1-(3-fluoropyridin-2-yl)cyclobutyl)methyl)carbamate). Isolated yield 72.0%. Reaction SMILES: [F:1][C:2]1[C:3]([C:8]2([CH2:12][N:13]([C:21]3[N:22]=[N:23][C:24]([C:27]4[S:28][C:29]([CH2:32]O)=[CH:30][N:31]=4)=[CH:25][CH:26]=3)[C:14](=[O:20])[O:15][C:16]([CH3:19])([CH3:18])[CH3:17])[CH2:11][CH2:10][CH2:9]2)=[N:4][CH:5]=[CH:6][CH:7]=1.S(Cl)([Cl:36])=O>O1CCOCC1>[Cl:36][CH2:32][C:29]1[S:28][C:27]([C:24]2[N:23]=[N:22][C:21]([N:13]([CH2:12][C:8]3([C:3]4[C:2]([F:1])=[CH:7][CH:6]=[CH:5][N:4]=4)[CH2:11][CH2:10][CH2:9]3)[C:14](=[O:20])[O:15][C:16]([CH3:19])([CH3:18])[CH3:17])=[CH:26][CH:25]=2)=[N:31][CH:30]=1. Reported procedure: To a solution of t-butyl (1-(3-fluoropyridin-2-yl)cyclobutyl)methyl(6-(5-(hydroxymethyl)thiazol-2-yl)pyridazin-3-yl)carbamate (44.1 g, 93.8 mmol) in dioxane (235 mL) was added thionyl chloride (27.3 mL, 375.3 mmol). The reaction was stirred until it was homogeneous. The reaction was then slowly quenched by pouring into a mixture of saturated potassium carbonate solution and ethyl acetate. The organic layer was then separated, dried over Na2SO4, filtered, concentrated, and purified by silica gel ... The reactants are ClC1=CC=C(C=2N3C(=NC21)N(CCC3)C3=C(C=C(C=C3)Cl)Cl)C(CCO)CC (3-[9-chloro-1-(2,4-dichlorophenyl)-1,2,3,4-tetrahydropyrimido[1,2-a]benzimidazol-6-yl]pentan-1-ol), [H-].[Na+] (sodium hydride), O (Water), IC (iodomethane). The solvent is CN(C=O)C (N,N-dimethylformamide). Reaction conditions: temperature 0 celsius, time 0.5 hour. Yields the product ClC1=CC=C(C=2N3C(=NC21)N(CCC3)C3=C(C=C(C=C3)Cl)Cl)C(CCOC)CC (9-Chloro-1-(2,4-dichlorophenyl)-6-(1-ethyl-3-methoxypropyl)-1,2,3,4-tetrahydropyrimido[1,2-a]benzimidazole). Yield: 52.6%. RXN SMILES: [Cl:1][C:2]1[C:10]2[N:9]=[C:8]3[N:11]([C:15]4[CH:20]=[CH:19][C:18]([Cl:21])=[CH:17][C:16]=4[Cl:22])[CH2:12][CH2:13][CH2:14][N:7]3[C:6]=2[C:5]([CH:23]([CH2:27][CH3:28])[CH2:24][CH2:25][OH:26])=[CH:4][CH:3]=1.[H-].[Na+].I[CH3:32].O>CN(C)C=O>[Cl:1][C:2]1[C:10]2[N:9]=[C:8]3[N:11]([C:15]4[CH:20]=[CH:19][C:18]([Cl:21])=[CH:17][C:16]=4[Cl:22])[CH2:12][CH2:13][CH2:14][N:7]3[C:6]=2[C:5]([CH:23]([CH2:27][CH3:28])[CH2:24][CH2:25][O:26][CH3:32])=[CH:4][CH:3]=1 |f:1.2|. Reported procedure: To a solution of 3-[9-chloro-1-(2,4-dichlorophenyl)-1,2,3,4-tetrahydropyrimido[1,2-a]benzimidazol-6-yl]pentan-1-ol (148 mg, 0.34 mmol) in N,N-dimethylformamide (5.0 mL) was added sodium hydride (60% dispersion in mineral oil, 27 mg, 0.675 mmol) at 0° C. After the mixture was stirred at 0° C. for 0.5 hr, iodomethane (0.064 mL, 1.03 mmol) was added to the reaction mixture at 0° C. The mixture was stirred at room temperature for 4 hr. Water was added to the reaction mixture at room temperature and ... Reactants: C(CCC)OC(C=CC1=CC(=C(C=C1)C(F)(F)F)Cl)=O (3-(3-chloro-4-trifluoromethyl-phenyl)-acrylic acid butyl ester), C (charcoal). The reagents and catalysts are [Br-].[Zn+2].[Br-] (zinc bromide), [Pd] (palladium). Solvent: CC(OCC)=O (EA). Reaction conditions: time 9 hour. Product: C(CCC)OC(CCC1=CC(=C(C=C1)C(F)(F)F)Cl)=O (3-(3-chloro-4-trifluoromethyl-phenyl)-propionic acid butyl ester). RXN SMILES: [CH2:1]([O:5][C:6](=[O:20])[CH:7]=[CH:8][C:9]1[CH:14]=[CH:13][C:12]([C:15]([F:18])([F:17])[F:16])=[C:11]([Cl:19])[CH:10]=1)[CH2:2][CH2:3][CH3:4].C>[Br-].[Zn+2].[Br-].[Pd].CC(=O)OCC>[CH2:1]([O:5][C:6](=[O:20])[CH2:7][CH2:8][C:9]1[CH:14]=[CH:13][C:12]([C:15]([F:17])([F:18])[F:16])=[C:11]([Cl:19])[CH:10]=1)[CH2:2][CH2:3][CH3:4] |f:2.3.4|. Procedure: A mixture of 3-(3-chloro-4-trifluoromethyl-phenyl)-acrylic acid butyl ester (7.030 g; 22.921 mmol), zinc bromide (1.031 g; 4.584 mmol), and 10% palladium over activated charcoal (0.403 g) was placed under nitrogen before EA (150 ml) was added. The resulting suspension was placed under vacuum, then under hydrogen (1 atm), and the reaction mixture was vigorously stirred at rt for 9 h. The reaction mixture was filtered over a pad of celite, and concentrated under reduced pressure to give the expect... The reactants are Cl, COC(=O)c1c(-c2ccc(F)cc2)c(-c2ccc(S(C)(=O)=O)cc2)c2n1CCC2, O. Reaction SMILES: [ClH:30].[F:1][c:2]1[cH:3][cH:4][c:5](-[c:8]2[c:9](-[c:20]3[cH:21][cH:22][c:23]([S:26](=[O:27])(=[O:28])[CH3:29])[cH:24][cH:25]3)[c:10]3[n:14]([c:15]2[C:16]([O:17][CH3:18])=[O:19])[CH2:13][CH2:12][CH2:11]3)[cH:6][cH:7]1.[OH2:31]>>[F:1][c:2]1[cH:3][cH:4][c:5](-[c:8]2[c:9](-[c:20]3[cH:21][cH:22][c:23]([S:26](=[O:27])(=[O:28])[CH3:29])[cH:24][cH:25]3)[c:10]3[n:14]([cH:15]2)[CH2:13][CH2:12][CH2:11]3)[cH:6][cH:7]1. Yields the product CS(=O)(=O)c1ccc(-c2c(-c3ccc(F)cc3)cn3c2CCC3)cc1. The reactants are BrC(C)C1=CC=CC=C1 ((1-bromoethyl)benzene), C(C)OC(COC1=CC(=CC(=C1)O)C(C)=O)=O ((3-acetyl-5-hydroxyphenoxy)-acetic acid ethyl ester), OC=1C=C(C=C(C1)O)C(C)=O (3′,5′-dihydroxyacetophenone), C(C)OC(COC1=CC(=CC(=C1)OCC(=O)OCC)C(C)=O)=O ([3-acetyl-5-(ethoxycarbonylmethoxy)-phenoxy]-acetic acid ethyl ester), C(=O)([O-])[O-].[K+].[K+] (K2CO3), C(C)OC(COC1=CC(=CC(=C1)OCC(=O)OC)C(C)=O)=O ((3-acetyl-5-methoxycarbonylmethoxyphenoxy) acetic acid ethyl ester), C(C)(=O)C=1C=C(OCC(=O)OCC)C=C(C1)O (ethyl (3-acetyl-5-hydroxyphenoxy)-acetate), OC=1C=C(C=C(C1)O)C(C)=O (3′,5′-dihydroxyacetophenone), BrCC(=O)OCC (ethyl bromoacetate), C(=O)([O-])[O-].[K+].[K+] (K2CO3), OC=1C=C(C=C(C1)O)C(C)=O (3′,5′-dihydroxyacetophenone). Solvent: CC(=O)C (acetone), CC(=O)C (acetone). Product: C(C)(=O)C=1C=C(C=C(OCC(=O)OCC)C1)OC(C)C1=CC=CC=C1 (ethyl [5-acetyl-3-(1-phenylethoxy)-phenoxy]-acetate). Reaction SMILES: O[C:2]1[CH:3]=[C:4]([C:9](=O)[CH3:10])[CH:5]=[C:6](O)[CH:7]=1.BrCC(OCC)=O.C([O-])([O-])=O.[K+].[K+].[CH2:25]([O:27][C:28](=[O:41])[CH2:29][O:30][C:31]1[CH:36]=[C:35]([OH:37])[CH:34]=[C:33]([C:38](=[O:40])[CH3:39])[CH:32]=1)[CH3:26].C(OC(=O)COC1C=C(OCC(OCC)=O)C=C(C(=O)C)C=1)C.C(OC(=O)COC1C=C(OCC(OC)=O)C=C(C(=O)C)C=1)C.BrC(C1C=CC=CC=1)C>CC(C)=O>[C:38]([C:33]1[CH:34]=[C:35]([O:37][CH:9]([C:4]2[CH:5]=[CH:6][CH:7]=[CH:2][CH:3]=2)[CH3:10])[CH:36]=[C:31]([CH:32]=1)[O:30][CH2:29][C:28]([O:27][CH2:25][CH3:26])=[O:41])(=[O:40])[CH3:39] |f:2.3.4|. Procedure: To a solution of 3′,5′-dihydroxyacetophenone (10.0 g, 66 mmol) and ethyl bromoacetate (11.0 g, 66 mmol) in acetone (300 mL) is added K2CO3 (9.0 g, 66 mmol), and the resulting mixture is refluxed for 3 hours. After cooling, the mixture is filtered, and the filtrate is concentrated in vacuo. The residue is chromatographed (silica, 3:2 hexane/EtOAc) to give a mixture of (3-acetyl-5-hydroxyphenoxy)-acetic acid ethyl ester, 3′,5′-dihydroxyacetophenone and [3-acetyl-5-(ethoxycarbonylmethoxy)-phenoxy]-... The reactants are O=C([O-])[O-], CO, [K+], [K+], [Na+], [Na+], OO, O=S([O-])([O-])=S, N#CCCCCCOc1ccc2nc(-c3ccccc3)n(-c3ccccc3)c2c1. Yields the product NC(=O)CCCCCOc1ccc2nc(-c3ccccc3)n(-c3ccccc3)c2c1. As a reaction SMILES: [C:1]([O-:2])(=[O:3])[O-:4].[CH3:45][OH:46].[K+:5].[K+:6].[Na+:43].[Na+:44].[OH:7][OH:8].[S:38]([O-:39])([O-:40])(=[O:41])=[S:42].[c:9]1(-[n:15]2[c:16](-[c:32]3[cH:33][cH:34][cH:35][cH:36][cH:37]3)[n:17][c:18]3[c:19]2[cH:20][c:21]([O:24][CH2:25][CH2:26][CH2:27][CH2:28][CH2:29][C:30]#[N:31])[cH:22][cH:23]3)[cH:10][cH:11][cH:12][cH:13][cH:14]1>>[O:2]=[C:30]([CH2:29][CH2:28][CH2:27][CH2:26][CH2:25][O:24][c:21]1[cH:20][c:19]2[n:15](-[c:9]3[cH:10][cH:11][cH:12][cH:13][cH:14]3)[c:16](-[c:32]3[cH:33][cH:34][cH:35][cH:36][cH:37]3)[n:17][c:18]2[cH:23][cH:22]1)[NH2:31]. The reactants are 0.25, Fe(III), C=1N=C(C2=C(N1)N(C=N2)[C@H]3[C@@H]([C@H]4[C@H](O3)COP(=O)(O4)O)O)N (cAMP), C=1C=CC(=C(C1)C2=C3C=CC(=O)C=C3OC4=C2C=CC(=C4)O)C(=O)O.C[C@@H](C(=O)N[C@@H](CO)C(=O)N[C@@H](CC(C)C)C(=O)NCC(=O)O)NC(=O)[C@H](CCCNC(=N)N)NC(=O)[C@H](CCCNC(=N)N)NC(=O)[C@H](CC(C)C)N (fluorescein Kemptide), C([C@H]([C@@H](CS)O)O)S (DTT), 71.25, P(O)(=O)(OP(=O)(O)OP(=O)(O)O)OC[C@@H]1[C@H]([C@H]([C@@H](O1)N1C=NC=2C(N)=NC=NC12)O)O (ATP), [Mg+2].[Cl-].[Cl-] (MgCl2), C[C@@H](C(=O)N[C@@H](CO)C(=O)N[C@@H](CC(C)C)C(=O)NCC(=O)O)NC(=O)[C@H](CCCNC(=N)N)NC(=O)[C@H](CCCNC(=N)N)NC(=O)[C@H](CC(C)C)N (Kemptide). Solvent: C1CN(CCN1CCO)CCS(=O)(=O)O (HEPES), C1CN(CCN1CCO)CCS(=O)(=O)O (HEPES). The product is C=1C=CC(=C(C1)C2=C3C=CC(=O)C=C3OC4=C2C=CC(=C4)O)C(=O)O (Fluorescein). As a reaction SMILES: C1N=C(N)C2N=CN([C@@H]3O[C@@H]4COP(O)(O[C@H]4[C@H]3O)=O)C=2N=1.P(OC[C@H]1O[C@@H](N2C3N=CN=C(N)C=3N=C2)[C@H](O)[C@@H]1O)(OP(OP(O)(O)=O)(O)=O)(=O)O.[Mg+2].[Cl-].[Cl-].C(S)[C@@H](O)[C@H](O)CS.[CH:65]1[CH:66]=[CH:67][C:68]([C:87]([OH:89])=[O:88])=[C:69]([C:71]2[C:81]3[CH:82]=[CH:83][C:84]([OH:86])=[CH:85][C:80]=3[O:79][C:78]3[C:72]=2[CH:73]=[CH:74][C:75]([CH:77]=3)=[O:76])[CH:70]=1.C[C@H](NC([C@@H](NC([C@@H](NC([C@@H](N)CC(C)C)=O)CCCNC(N)=N)=O)CCCNC(N)=N)=O)C(N[C@H](C(N[C@H](C(NCC(O)=O)=O)CC(C)C)=O)CO)=O.C[C@H](NC([C@@H](NC([C@@H](NC([C@@H](N)CC(C)C)=O)CCCNC(N)=N)=O)CCCNC(N)=N)=O)C(N[C@H](C(N[C@H](C(NCC(O)=O)=O)CC(C)C)=O)CO)=O>C1N(CCO)CCN(CCS(O)(=O)=O)C1>[CH:65]1[CH:66]=[CH:67][C:68]([C:87]([OH:89])=[O:88])=[C:69]([C:71]2[C:72]3[CH:73]=[CH:74][C:75]([OH:76])=[CH:77][C:78]=3[O:79][C:80]3[C:81]=2[CH:82]=[CH:83][C:84]([CH:85]=3)=[O:86])[CH:70]=1 |f:2.3.4,6.7|. Procedure: PKA was diluted in 20 mM HEPES, pH 7.4, w/0.05% TX-100 and incubated in a final reaction buffer consisting of 20 mM HEPES, pH 7.4, 0.1 mM cAMP, 1 mM ATP, 5 mM MgCl2, 1 mM DTT with either fluorescein Kemptide (71.25 uM) or Oregon Green Kemptide as the enzymatic substrate at a final concentration of 71.25 or 114.25 μM, respectively, with a final reaction volume of 30 μl, for a reaction time of 1 hour in a 96 well plate format using an opaque white plate. Subsequently, 120 μl of 0.25×Fe(III) workin... Starting materials: CCOc1ccc(Cc2nc(-c3cccc4c3CCC4O)no2)cc1OCC, CC(N)CO. The product is CCOc1ccc(Cc2nc(-c3cccc4c3CCC4NC(C)CO)no2)cc1OCC. Reaction SMILES: [CH2:1]([CH3:2])[O:3][c:4]1[cH:5][c:6]([CH2:7][c:8]2[n:9][c:10](-[c:13]3[c:14]4[c:18]([cH:19][cH:20][cH:21]3)[CH:17]([OH:22])[CH2:16][CH2:15]4)[n:11][o:12]2)[cH:23][cH:24][c:25]1[O:26][CH2:27][CH3:28].[NH2:29][CH:30]([CH2:31][OH:32])[CH3:33]>>[CH2:1]([CH3:2])[O:3][c:4]1[cH:5][c:6]([CH2:7][c:8]2[n:9][c:10](-[c:13]3[c:14]4[c:18]([cH:19][cH:20][cH:21]3)[CH:17]([NH:29][CH:30]([CH2:31][OH:32])[CH3:33])[CH2:16][CH2:15]4)[n:11][o:12]2)[cH:23][cH:24][c:25]1[O:26][CH2:27][CH3:28]. Yields the product CC1=Cc2cccc(CC3c4ccccc4-c4ccccc43)c2C1. Starting materials: COC1c2cccc(CC3c4ccccc4-c4ccccc43)c2CC1C, Cc1ccccc1, Cc1ccc(S(=O)(=O)O)cc1. Reaction SMILES: [CH3:1][O:2][CH:3]1[CH:4]([CH3:26])[CH2:5][c:6]2[c:7]([CH2:12][CH:13]3[c:14]4[cH:15][cH:16][cH:17][cH:18][c:19]4-[c:20]4[cH:21][cH:22][cH:23][cH:24][c:25]43)[cH:8][cH:9][cH:10][c:11]21.[CH3:27][c:28]1[cH:29][cH:30][cH:31][cH:32][cH:33]1.[CH3:34][c:35]1[cH:36][cH:37][c:38]([S:39]([OH:40])(=[O:41])=[O:42])[cH:43][cH:44]1>>[CH:3]1=[C:4]([CH3:26])[CH2:5][c:6]2[c:7]([CH2:12][CH:13]3[c:14]4[cH:15][cH:16][cH:17][cH:18][c:19]4-[c:20]4[cH:21][cH:22][cH:23][cH:24][c:25]43)[cH:8][cH:9][cH:10][c:11]21. The reactants are ClC1=CC=C(CP(OCC)(OCC)=O)C=C1 (diethyl (4-chlorobenzyl)phosphonate), C(=O)C=1C=C(C(=O)OCC)C=CC1OC (ethyl 3-formyl-4-methoxybenzoate). The product is ClC1=CC=C(C=C1)/C=C/C=1C=C(C(=O)OCC)C=CC1OC (ethyl 3-[(E)-2-(4-chlorophenyl)vinyl]-4-methoxy-benzoate). RXN SMILES: [Cl:1][C:2]1[CH:16]=[CH:15][C:5]([CH2:6]P(=O)(OCC)OCC)=[CH:4][CH:3]=1.[CH:17]([C:19]1[CH:20]=[C:21]([CH:27]=[CH:28][C:29]=1[O:30][CH3:31])[C:22]([O:24][CH2:25][CH3:26])=[O:23])=O>>[Cl:1][C:2]1[CH:3]=[CH:4][C:5](/[CH:6]=[CH:17]/[C:19]2[CH:20]=[C:21]([CH:27]=[CH:28][C:29]=2[O:30][CH3:31])[C:22]([O:24][CH2:25][CH3:26])=[O:23])=[CH:15][CH:16]=1. Reported procedure: The captioned compound was synthesized from diethyl (4-chlorobenzyl)phosphonate and ethyl 3-formyl-4-methoxybenzoate obtained in step C of Example 1-2-1 in accordance with the same procedure as in the methods described in step A of Example 2-2-1.